This data is from the Open Reaction Database (ORD), a public repository of structured organic reaction records. The task is: describe an organic reaction: reactants, conditions, products, and yield Reactants: C1(=CC=CC=C1)P(C1=CC=CC=C1)C1=CC=CC=C1 (triphenylphosphine), C1(=CC=CC=C1)[Li] (phenyl lithium), ClC1=NN=C(C2=CC=C(C=C12)OC)CC=1OC=CC1 (4-chloro-1-furan-2-ylmethyl-6-methoxy-phthalazine), C1CCOC1 (THF). The reagents and catalysts are C(C)(=O)[O-].[Pd+2].C(C)(=O)[O-] (palladium acetate), [Cl-].[Cl-].[Zn+2] (ZnCl2). Run in C(C)(=O)OCC (ethyl acetate). Run at time 1 hour. Yields the product O1C(=CC=C1)CC1=NN=C(C2=CC(=CC=C12)OC)C1=CC=CC=C1 (1-Furan-2-ylmethyl-6-methoxy-4-phenyl-phthalazine). Isolated yield 34.7%. RXN SMILES: C1COCC1.[C:6]1([Li])[CH:11]=[CH:10][CH:9]=[CH:8][CH:7]=1.Cl[C:14]1[C:23]2[C:18](=[CH:19][CH:20]=[C:21]([O:24][CH3:25])[CH:22]=2)[C:17]([CH2:26][C:27]2[O:28][CH:29]=[CH:30][CH:31]=2)=[N:16][N:15]=1.C1(P(C2C=CC=CC=2)C2C=CC=CC=2)C=CC=CC=1>C(OCC)(=O)C.[Cl-].[Cl-].[Zn+2].C([O-])(=O)C.[Pd+2].C([O-])(=O)C>[O:28]1[CH:29]=[CH:30][CH:31]=[C:27]1[CH2:26][C:17]1[C:18]2[C:23](=[CH:22][C:21]([O:24][CH3:25])=[CH:20][CH:19]=2)[C:14]([C:6]2[CH:11]=[CH:10][CH:9]=[CH:8][CH:7]=2)=[N:15][N:16]=1 |f:5.6.7,8.9.10|. Reported procedure: A solution under N2 of ZnCl2 in THF 0.5M (18.35 ml, 9.18 mmoles) was dropwise added under stirring at 0° C. with 2M phenyl lithium (4.37 ml, 8.74 mmoles). The mixture was left at room temperature for 1 hour, then sequentially added with 4-chloro-1-furan-2-ylmethyl-6-methoxy-phthalazine (1.2 g, 4.37 mmoles), prepared as described in example 127, palladium acetate (49 mg, 0.218 mmole) and triphenylphosphine (114.4 mg, 4.36 mmoles). The mixture was refluxed for 45 minutes, then diluted with ethyl a...